Dataset: the Open Reaction Database (ORD), a public repository of structured organic reaction records. Task: describe an organic reaction: reactants, conditions, products, and yield Starting materials: NC1=CC=C(C=C1)[C@H]1[C@@H]2CN(C[C@@H]2C1)C(CC)=O (1-[(1R,5S,6R)-6-(4-aminophenyl)-3-aza-bicyclo[3.2.0]hept-3-yl]-propan-1-one), FC(OC1=CC=C(C=C1)S(=O)(=O)Cl)(F)F (4-trifluoromethoxybenzensulfonyl chloride). Product: C(CC)(=O)N1C[C@@H]2C[C@H]([C@@H]2C1)C1=CC=C(C=C1)NS(=O)(=O)C1=CC=C(C=C1)OC(F)(F)F (N-[4-((1R,5S,6R)-3-propionyl-3-azabicyclo[3.2.0]hept-6-yl)-phenyl]-4-trifluoromethoxy-benzenesulfonamide). The yield is 86.0%. RXN SMILES: [NH2:1][C:2]1[CH:7]=[CH:6][C:5]([C@@H:8]2[CH2:14][C@@H:13]3[C@H:9]2[CH2:10][N:11]([C:15](=[O:18])[CH2:16][CH3:17])[CH2:12]3)=[CH:4][CH:3]=1.[F:19][C:20]([F:33])([F:32])[O:21][C:22]1[CH:27]=[CH:26][C:25]([S:28](Cl)(=[O:30])=[O:29])=[CH:24][CH:23]=1>>[C:15]([N:11]1[CH2:10][C@@H:9]2[C@@H:13]([CH2:14][C@H:8]2[C:5]2[CH:4]=[CH:3][C:2]([NH:1][S:28]([C:25]3[CH:24]=[CH:23][C:22]([O:21][C:20]([F:19])([F:32])[F:33])=[CH:27][CH:26]=3)(=[O:30])=[O:29])=[CH:7][CH:6]=2)[CH2:12]1)(=[O:18])[CH2:16][CH3:17]. Reported procedure: Following a procedure analogous to the procedure described in example 1.5, but starting with 1-[(1R,5S,6R)-6-(4-aminophenyl)-3-aza-bicyclo[3.2.0]hept-3-yl]-propan-1-one and 4-trifluoromethoxybenzensulfonyl chloride, N-[4-((1R,5S,6R)-3-propionyl-3-azabicyclo[3.2.0]hept-6-yl)-phenyl]-4-trifluoromethoxy-benzenesulfonamide (234 mg, yield 86%) was obtained. Starting materials: CC(=O)Nc1cc2c(cc1C(=O)CCl)OCO2, CCO, Cl. Product: Nc1cc2c(cc1C(=O)CCl)OCO2. RXN SMILES: [C:1](=[O:2])([CH3:3])[NH:4][c:5]1[c:6]([C:14]([CH2:15][Cl:16])=[O:17])[cH:7][c:8]2[c:9]([cH:10]1)[O:11][CH2:12][O:13]2.[CH3:19][CH2:20][OH:21].[ClH:18]>>[NH2:4][c:5]1[c:6]([C:14]([CH2:15][Cl:16])=[O:17])[cH:7][c:8]2[c:9]([cH:10]1)[O:11][CH2:12][O:13]2. The reactants are CC(C)(C)c1ccc(Nc2nc(CN3CCOCC3)nc3c2CCNC3)cc1, CCN(CC)C(C)=O, CCN(C(C)C)C(C)C, Clc1cccnc1Cl, C1COCCO1. Reaction SMILES: [C:10]([CH3:11])([CH3:12])([CH3:13])[c:14]1[cH:15][cH:16][c:17]([NH:20][c:21]2[c:22]3[c:23]([n:24][c:25]([CH2:27][N:28]4[CH2:29][CH2:30][O:31][CH2:32][CH2:33]4)[n:26]2)[CH2:34][NH:35][CH2:36][CH2:37]3)[cH:18][cH:19]1.[CH2:52]([N:53]([CH2:54][CH3:55])[C:56](=[O:57])[CH3:58])[CH3:59].[CH:1]([N:2]([CH:3]([CH3:4])[CH3:5])[CH2:6][CH3:7])([CH3:8])[CH3:9].[Cl:38][c:39]1[n:40][cH:41][cH:42][cH:43][c:44]1[Cl:45].[O:46]1[CH2:47][CH2:48][O:49][CH2:50][CH2:51]1>>[C:10]([CH3:11])([CH3:12])([CH3:13])[c:14]1[cH:15][cH:16][c:17]([NH:20][c:21]2[c:22]3[c:23]([n:24][c:25]([CH2:27][N:28]4[CH2:29][CH2:30][O:31][CH2:32][CH2:33]4)[n:26]2)[CH2:34][N:35]([c:39]2[n:40][cH:41][cH:42][cH:43][c:44]2[Cl:45])[CH2:36][CH2:37]3)[cH:18][cH:19]1. Yields the product CC(C)(C)c1ccc(Nc2nc(CN3CCOCC3)nc3c2CCN(c2ncccc2Cl)C3)cc1. Reactants: ClCC(=O)NC(C)(C)C1=CC=C(C=C1)Cl (2-chloro-N-[1-(4-chlorophenyl)-1-methylethyl]-acetamide), [H-].[Na+] (sodium hydride), ice water, OC1=C(C(=O)N(C)C)C=CC=C1 (2-hydroxy-N,N-dimethylbenzamide), [H][H] (hydrogen). Solvent: CS(=O)C (DMSO), CS(=O)C (DMSO), CS(=O)C (DMSO). The product is ClC1=CC=C(C(C)(C)NC(COC2=C(C=CC=C2)C(N(C)C)=O)=O)C=C1 (N-(4-chloro-α,α-dimethylbenzyl)-2-(2-dimethylcarbamoyl-phenoxy)acetamide). As a reaction SMILES: [OH:1][C:2]1[CH:12]=[CH:11][CH:10]=[CH:9][C:3]=1[C:4]([N:6]([CH3:8])[CH3:7])=[O:5].[H-].[Na+].[H][H].Cl[CH2:18][C:19]([NH:21][C:22]([C:25]1[CH:30]=[CH:29][C:28]([Cl:31])=[CH:27][CH:26]=1)([CH3:24])[CH3:23])=[O:20]>CS(C)=O>[Cl:31][C:28]1[CH:27]=[CH:26][C:25]([C:22]([NH:21][C:19](=[O:20])[CH2:18][O:1][C:2]2[CH:12]=[CH:11][CH:10]=[CH:9][C:3]=2[C:4](=[O:5])[N:6]([CH3:8])[CH3:7])([CH3:23])[CH3:24])=[CH:30][CH:29]=1 |f:1.2|. Procedure details: A mixture of the 2-hydroxy-N,N-dimethylbenzamide (0.68 g) in DMSO (5 ml) was added to a stirred suspension of sodium hydride (163 mg of a 60% dispersion in mineral oil) in DMSO (5 ml) at ambient temperature over 5 minutes with stirring. The mixture was stirred until the evolution of hydrogen ceased and then a solution of 2-chloro-N-[1-(4-chlorophenyl)-1-methylethyl]-acetamide (prepared by reacting α,α-dimethylbenzylamine with chloroacetyl chloride) (1.0 g) in DMSO (5 ml) was added dropwise over ... Starting materials: CC(C)Oc1ccc(-c2nc(Br)ns2)cc1Cl, CCc1c(C=COC)cccc1B1OC(C)(C)C(C)(C)O1, CN(C)C=O, [K+], [K+], [K+], O, O=P([O-])([O-])[O-], c1ccc(P(c2ccccc2)(c2ccccc2)[Pd](P(c2ccccc2)(c2ccccc2)c2ccccc2)(P(c2ccccc2)(c2ccccc2)c2ccccc2)P(c2ccccc2)(c2ccccc2)c2ccccc2)cc1. Product: CCc1c(C=COC)cccc1-c1nsc(-c2ccc(OC(C)C)c(Cl)c2)n1. RXN SMILES: [Br:1][c:2]1[n:3][s:4][c:5](-[c:7]2[cH:8][c:9]([Cl:17])[c:10]([O:13][CH:14]([CH3:15])[CH3:16])[cH:11][cH:12]2)[n:6]1.[CH2:18]([CH3:19])[c:20]1[c:21]([B:30]2[O:31][C:32]([CH3:33])([CH3:34])[C:35]([CH3:36])([CH3:37])[O:38]2)[cH:22][cH:23][cH:24][c:25]1[CH:26]=[CH:27][O:28][CH3:29].[CH3:47][N:48]([CH3:49])[CH:50]=[O:51].[K+:44].[K+:45].[K+:46].[OH2:52].[P:39]([O-:40])([O-:41])([O-:42])=[O:43].[cH:53]1[cH:54][cH:55][c:56]([P:57]([Pd:58]([P:59]([c:60]2[cH:61][cH:62][cH:63][cH:64][cH:65]2)([c:66]2[cH:67][cH:68][cH:69][cH:70][cH:71]2)[c:72]2[cH:73][cH:74][cH:75][cH:76][cH:77]2)([P:78]([c:79]2[cH:80][cH:81][cH:82][cH:83][cH:84]2)([c:85]2[cH:86][cH:87][cH:88][cH:89][cH:90]2)[c:91]2[cH:92][cH:93][cH:94][cH:95][cH:96]2)[P:97]([c:98]2[cH:99][cH:100][cH:101][cH:102][cH:103]2)([c:104]2[cH:105][cH:106][cH:107][cH:108][cH:109]2)[c:110]2[cH:111][cH:112][cH:113][cH:114][cH:115]2)([c:116]2[cH:117][cH:118][cH:119][cH:120][cH:121]2)[c:122]2[cH:123][cH:124][cH:125][cH:126][cH:127]2)[cH:128][cH:129]1>>[c:2]1(-[c:21]2[c:20]([CH2:18][CH3:19])[c:25]([CH:26]=[CH:27][O:28][CH3:29])[cH:24][cH:23][cH:22]2)[n:3][s:4][c:5](-[c:7]2[cH:8][c:9]([Cl:17])[c:10]([O:13][CH:14]([CH3:15])[CH3:16])[cH:11][cH:12]2)[n:6]1. Reaction SMILES: [F:1][C:2]1[C:3]([C:9]2[N:13]([CH:14]3[CH2:19][CH2:18][O:17][CH2:16][CH2:15]3)[C:12]([CH3:20])=[N:11][CH:10]=2)=[N:4][C:5]([NH2:8])=[N:6][CH:7]=1.Br[C:22]1[C:34]([F:35])=[CH:33][C:25]([CH2:26][N:27]2[CH2:32][CH2:31][O:30][CH2:29][CH2:28]2)=[C:24]([F:36])[CH:23]=1.CCC([O-])(C)C.[Na+]>C1(C)C=CC=CC=1.Cl[Pd]Cl.C1(P(C2C=CC=CC=2)[C-]2C=CC=C2)C=CC=CC=1.[C-]1(P(C2C=CC=CC=2)C2C=CC=CC=2)C=CC=C1.[Fe+2].CC1(C)C2C=CC=C(P(C3C=CC=CC=3)C3C=CC=CC=3)C=2OC2C1=CC=CC=2P(C1C=CC=CC=1)C1C=CC=CC=1>[F:35][C:34]1[CH:33]=[C:25]([CH2:26][N:27]2[CH2:28][CH2:29][O:30][CH2:31][CH2:32]2)[C:24]([F:36])=[CH:23][C:22]=1[NH:8][C:5]1[N:4]=[C:3]([C:9]2[N:13]([CH:14]3[CH2:19][CH2:18][O:17][CH2:16][CH2:15]3)[C:12]([CH3:20])=[N:11][CH:10]=2)[C:2]([F:1])=[CH:7][N:6]=1 |f:2.3,5.6.7.8|. Run in C1(=CC=CC=C1)C (toluene). The yield is 64.3%. Reagents/catalysts: Cl[Pd]Cl.C1(=CC=CC=C1)P([C-]1C=CC=C1)C1=CC=CC=C1.[C-]1(C=CC=C1)P(C1=CC=CC=C1)C1=CC=CC=C1.[Fe+2] ((1,1′-bis(diphenylphosphino)ferrocene)-dichloropalladium(II)), CC1(C2=CC=CC(=C2OC=2C(=CC=CC12)P(C1=CC=CC=C1)C1=CC=CC=C1)P(C1=CC=CC=C1)C1=CC=CC=C1)C ((9,9-dimethyl-9H-xanthene-4,5-diyl)bis(diphenylphosphine)). The reactants are FC=1C(=NC(=NC1)N)C1=CN=C(N1C1CCOCC1)C (5-Fluoro-4-(2-methyl-1-(tetrahydro-2H-pyran-4-yl)-1H-imidazol-5-yl)pyrimidin-2-amine), BrC1=CC(=C(CN2CCOCC2)C=C1F)F (4-(4-bromo-2,5-difluorobenzyl)morpholine), CCC(C)(C)[O-].[Na+] (Sodium tert-pentoxide). Procedure: 5-Fluoro-4-(2-methyl-1-(tetrahydro-2H-pyran-4-yl)-1H-imidazol-5-yl)pyrimidin-2-amine (0.876 g, 3.16 mmol), 4-(4-bromo-2,5-difluorobenzyl)morpholine (0.923 g, 3.16 mmol), Sodium tert-pentoxide (0.696 g, 6.32 mmol, (1,1′-bis(diphenylphosphino)ferrocene)-dichloropalladium(II) (0.026 g, 0.03 mmol) and (9,9-dimethyl-9H-xanthene-4,5-diyl)bis(diphenylphosphine) (0.018 g, 0.03 mmol) in toluene (10 mL) were mixed and degassed. The mixture was stirred at 110° C. under a nitrogen atmosphere overnight. The ... Product: FC1=C(C=C(C(=C1)CN1CCOCC1)F)NC1=NC=C(C(=N1)C1=CN=C(N1C1CCOCC1)C)F (N-(2,5-Difluoro-4-(morpholinomethyl)phenyl)-5-fluoro-4-(2-methyl-1-(tetrahydro-2H-pyran-4-yl)-1H-imidazol-5-yl)pyrimidin-2-amine). Reaction conditions: temperature 110 celsius, time 8 hour. The reactants are C1(=CC=CC=C1)CC=CC=1C=C(N)C=CC1 (3-(3-phenyl-1-propenyl)aniline). The reagents and catalysts are [C].[Pd] (palladium-carbon). The solvent is C(C)O (ethanol). Yields the product C1(=CC=CC=C1)CCCC=1C=C(N)C=CC1 (3-(3-phenylpropyl)aniline). Yield: 90.8%. Reaction SMILES: [C:1]1([CH2:7][CH:8]=[CH:9][C:10]2[CH:11]=[C:12]([CH:14]=[CH:15][CH:16]=2)[NH2:13])[CH:6]=[CH:5][CH:4]=[CH:3][CH:2]=1>C(O)C.[C].[Pd]>[C:1]1([CH2:7][CH2:8][CH2:9][C:10]2[CH:11]=[C:12]([CH:14]=[CH:15][CH:16]=2)[NH2:13])[CH:2]=[CH:3][CH:4]=[CH:5][CH:6]=1 |f:2.3|. Procedure: A solution of 3-(3-phenyl-1-propenyl)aniline (3.6 g) in 50 ml of ethanol was subjected to catalytic reduction using 1 g of 10% palladium-carbon. After removal of the catalyst by filtration, the solvent was removed under reduced pressure. The residue was distilled under reduced pressure to give 3.3 g of 3-(3-phenylpropyl)aniline (yield, 92%). B.P. 122°-126° C./0.08 mmHg.